From a dataset of the Open Reaction Database (ORD), a public repository of structured organic reaction records. describe an organic reaction: reactants, conditions, products, and yield Solvent: O (water), C1(=CC=CC=C1)C.C1CCOC1 (toluene THF). Product: N([C@H](CC1=CC=C(C=C1)OC(C)(C)C)C=O)C(=O)OC(C)(C)C (Boc-D-Tyr(tBu)-H). Starting materials: [C@@H]([C@H](C(=O)[O-])O)(C(=O)[O-])O.[Na+].[K+] (Rochelle's salt), N([C@H](CC1=CC=C(C=C1)OC(C)(C)C)C(=O)OC)C(=O)OC(C)(C)C (Boc-D-Tyr(tBu)-OMe), CC(C)C[AlH]CC(C)C (DIBAL-H), CO (MeOH). Reported procedure: All four stereoisomers of 3 were synthesized according to the following procedure: To a stirred solution of Boc-D-Tyr(tBu)-OMe (2.2 g, 6.3 mmole) in toluene/THF (1:1, 20 mL) at −78° C. under N2 was added DIBAL-H (1.5 M in toluene, 10.4 mL, 15.7 mmole) dropwise over 30 minutes. The reaction was stirred for 30 minutes, then quenched by the slow addition of MeOH (1.3 mL, 31.5 mmole) and warmed to room temperature. Rochelle's salt (9 g, 31.5 mmole) in water (50 mL) was added, and the mixture was sti... As a reaction SMILES: [NH:1]([C:19]([O:21][C:22]([CH3:25])([CH3:24])[CH3:23])=[O:20])[C@@H:2]([C:15](OC)=[O:16])[CH2:3][C:4]1[CH:9]=[CH:8][C:7]([O:10][C:11]([CH3:14])([CH3:13])[CH3:12])=[CH:6][CH:5]=1.CC(C[AlH]CC(C)C)C.CO.[C@H](O)(C([O-])=O)[C@@H](O)C([O-])=O.[Na+].[K+]>C1(C)C=CC=CC=1.C1COCC1.O>[NH:1]([C:19]([O:21][C:22]([CH3:25])([CH3:24])[CH3:23])=[O:20])[C@@H:2]([CH:15]=[O:16])[CH2:3][C:4]1[CH:5]=[CH:6][C:7]([O:10][C:11]([CH3:14])([CH3:12])[CH3:13])=[CH:8][CH:9]=1 |f:3.4.5,6.7|. Run at time 30 minute. Procedure: Following general procedure Z2, starting from 2-[4-(1,1-difluoro-ethyl)-thiazol-2-ylmethyl]-2H-[1,2,3]triazol-4-ylamine and 2-cyclopropyl-5-phenyl-oxazole-4-carboxylic acid. RXN SMILES: [F:1][C:2]([C:5]1[N:6]=[C:7]([CH2:10][N:11]2[N:15]=[C:14]([NH2:16])[CH:13]=[N:12]2)[S:8][CH:9]=1)([F:4])[CH3:3].[CH:17]1([C:20]2[O:21][C:22]([C:28]3[CH:33]=[CH:32][CH:31]=[CH:30][CH:29]=3)=[C:23]([C:25](O)=[O:26])[N:24]=2)[CH2:19][CH2:18]1>>[F:1][C:2]([C:5]1[N:6]=[C:7]([CH2:10][N:11]2[N:15]=[C:14]([NH:16][C:25]([C:23]3[N:24]=[C:20]([CH:17]4[CH2:18][CH2:19]4)[O:21][C:22]=3[C:28]3[CH:29]=[CH:30][CH:31]=[CH:32][CH:33]=3)=[O:26])[CH:13]=[N:12]2)[S:8][CH:9]=1)([F:4])[CH3:3]. Reactants: FC(C)(F)C=1N=C(SC1)CN1N=CC(=N1)N (2-[4-(1,1-difluoro-ethyl)-thiazol-2-ylmethyl]-2H-[1,2,3]triazol-4-ylamine), C1(CC1)C=1OC(=C(N1)C(=O)O)C1=CC=CC=C1 (2-cyclopropyl-5-phenyl-oxazole-4-carboxylic acid). Product: FC(C)(F)C=1N=C(SC1)CN1N=CC(=N1)NC(=O)C=1N=C(OC1C1=CC=CC=C1)C1CC1 (2-Cyclopropyl-5-phenyl-oxazole-4-carboxylic acid{2-[4-(1,1-difluoro-ethyl)-thiazol-2-ylmethyl]-2H-[1,2,3]triazol-4-yl}-amide).